Dataset: the Open Reaction Database (ORD), a public repository of structured organic reaction records. Task: describe an organic reaction: reactants, conditions, products, and yield Reactants: Cc1ccc(Oc2c(C)cc([N+](=O)[O-])c(C)c2Cl)c(C)c1, Cc1ccccc1. Yields the product Cc1ccc(Oc2c(C)cc(N)c(C)c2Cl)c(C)c1. Reaction SMILES: [CH3:1][c:2]1[c:3]([O:4][c:5]2[c:6]([CH3:16])[cH:7][c:8]([N+:13]([O-:14])=[O:15])[c:9]([CH3:12])[c:10]2[Cl:11])[cH:17][cH:18][c:19]([CH3:21])[cH:20]1.[CH3:22][c:23]1[cH:24][cH:25][cH:26][cH:27][cH:28]1>>[CH3:1][c:2]1[c:3]([O:4][c:5]2[c:6]([CH3:16])[cH:7][c:8]([NH2:13])[c:9]([CH3:12])[c:10]2[Cl:11])[cH:17][cH:18][c:19]([CH3:21])[cH:20]1.